From a dataset of the Open Reaction Database (ORD), a public repository of structured organic reaction records. describe an organic reaction: reactants, conditions, products, and yield The reactants are O=C([O-])[O-], CN1CCCC1=O, CCc1cnc(Cl)nc1, Cl, [Cs+], [Cs+], COC(=O)c1ccc2c(c1)CCN2c1cc(OC2CCNCC2)ncn1, O. Yields the product CCc1cnc(N2CCC(Oc3cc(N4CCc5cc(C(=O)OC)ccc54)ncn3)CC2)nc1. Reaction SMILES: [C:37](=[O:38])([O-:39])[O-:40].[CH3:44][N:45]1[CH2:46][CH2:47][CH2:48][C:49]1=[O:50].[Cl:28][c:29]1[n:30][cH:31][c:32]([CH2:35][CH3:36])[cH:33][n:34]1.[ClH:1].[Cs+:41].[Cs+:42].[NH:2]1[CH2:3][CH2:4][CH:5]([O:8][c:9]2[cH:10][c:11]([N:15]3[CH2:16][CH2:17][c:18]4[cH:19][c:20]([C:24](=[O:25])[O:26][CH3:27])[cH:21][cH:22][c:23]43)[n:12][cH:13][n:14]2)[CH2:6][CH2:7]1.[OH2:43]>>[N:2]1([c:29]2[n:30][cH:31][c:32]([CH2:35][CH3:36])[cH:33][n:34]2)[CH2:3][CH2:4][CH:5]([O:8][c:9]2[cH:10][c:11]([N:15]3[CH2:16][CH2:17][c:18]4[cH:19][c:20]([C:24](=[O:25])[O:26][CH3:27])[cH:21][cH:22][c:23]43)[n:12][cH:13][n:14]2)[CH2:6][CH2:7]1. Reactants: Cc1ccc(-c2cc(C(F)(F)F)nn2-c2ccc(S(=O)(=O)O)cc2)cc1, CN(C)C=O, ClCCl. The product is Cc1ccc(-c2cc(C(F)(F)F)nn2-c2ccc(S(=O)(=O)Cl)cc2)cc1. RXN SMILES: [CH3:1][c:2]1[cH:3][cH:4][c:5](-[c:8]2[cH:9][c:10]([C:23]([F:24])([F:25])[F:26])[n:11][n:12]2-[c:13]2[cH:14][cH:15][c:16]([S:19](=[O:20])(=[O:21])[OH:22])[cH:17][cH:18]2)[cH:6][cH:7]1.[CH3:30][N:31]([CH3:32])[CH:33]=[O:34].[Cl:27][CH2:28][Cl:29]>>[CH3:1][c:2]1[cH:3][cH:4][c:5](-[c:8]2[cH:9][c:10]([C:23]([F:24])([F:25])[F:26])[n:11][n:12]2-[c:13]2[cH:14][cH:15][c:16]([S:19](=[O:20])(=[O:21])[Cl:27])[cH:17][cH:18]2)[cH:6][cH:7]1. The reactants are CCO, Cl, N#Cc1ccc([N+](=O)[O-])cc1, NO, [Na+], [Na+], O=C([O-])[O-], O. Yields the product N=C(NO)c1ccc([N+](=O)[O-])cc1. As a reaction SMILES: [CH3:21][CH2:22][OH:23].[ClH:12].[N+:1](=[O:2])([O-:3])[c:4]1[cH:5][cH:6][c:7]([C:8]#[N:9])[cH:10][cH:11]1.[NH2:13][OH:14].[Na+:15].[Na+:16].[O-:17][C:18](=[O:19])[O-:20].[OH2:24]>>[N+:1](=[O:2])([O-:3])[c:4]1[cH:5][cH:6][c:7]([C:8](=[NH:9])[NH:13][OH:14])[cH:10][cH:11]1. The reactants are BrC=1C=C2C(=C(C=NC2=CC1)C(=O)C1CC1)NC=1C=CC(=NC1)NC1CN(CCC1)C(=O)OC(C)(C)C (tert-butyl 3-(5-(6-bromo-3-(cyclopropanecarbonyl)quinolin-4-ylamino)pyridin-2-ylamino)piperidine-1-carboxylate), ClC1=C(C(=CC(=C1)B1OC(C(O1)(C)C)(C)C)Cl)O (2,6-dichloro-4-(4,4,5,5-tetramethyl-1,3,2-dioxaborolan-2-yl)phenol). Yields the product C1(CC1)C(=O)C=1C=NC2=CC=C(C=C2C1NC=1C=NC(=CC1)NC1CNCCC1)C1=CC(=C(C(=C1)Cl)O)Cl (cyclopropyl(6-(3,5-dichloro-4-hydroxyphenyl)-4-(6-(piperidin-3-ylamino)pyridine-3-ylamino)quinolin-3-yl)methanone). Isolated yield 11.1%. As a reaction SMILES: Br[C:2]1[CH:3]=[C:4]2[C:9](=[CH:10][CH:11]=1)[N:8]=[CH:7][C:6]([C:12]([CH:14]1[CH2:16][CH2:15]1)=[O:13])=[C:5]2[NH:17][C:18]1[CH:19]=[CH:20][C:21]([NH:24][CH:25]2[CH2:30][CH2:29][CH2:28][N:27](C(OC(C)(C)C)=O)[CH2:26]2)=[N:22][CH:23]=1.[Cl:38][C:39]1[CH:44]=[C:43](B2OC(C)(C)C(C)(C)O2)[CH:42]=[C:41]([Cl:54])[C:40]=1[OH:55]>>[CH:14]1([C:12]([C:6]2[CH:7]=[N:8][C:9]3[C:4]([C:5]=2[NH:17][C:18]2[CH:23]=[N:22][C:21]([NH:24][CH:25]4[CH2:30][CH2:29][CH2:28][NH:27][CH2:26]4)=[CH:20][CH:19]=2)=[CH:3][C:2]([C:43]2[CH:44]=[C:39]([Cl:38])[C:40]([OH:55])=[C:41]([Cl:54])[CH:42]=2)=[CH:11][CH:10]=3)=[O:13])[CH2:16][CH2:15]1. Reported procedure: Following general procedure D, tert-butyl 3-(5-(6-bromo-3-(cyclopropanecarbonyl)quinolin-4-ylamino)pyridin-2-ylamino)piperidine-1-carboxylate (100 mg, 0.18 mmol) was reacted with 2,6-dichloro-4-(4,4,5,5-tetramethyl-1,3,2-dioxaborolan-2-yl)phenol (78 mg, 0.27 mmol) to obtain the protected intermediate which was subjected to general procedure A-2 to afford the desired product (11 mg, 11% over 2 steps) as a yellow-brown solid: 1H NMR (500 MHz, CD3OD+TFA-d) δ 9.40 (s, 1H), 8.23 (dd, J=8.8, 1.9 Hz, 1... Reactants: C(C)(C)N1C=C(C2=CC=C(C=C12)[N+](=O)[O-])C1=CC=C(C#N)C=C1 (4-(1-isopropyl-6-nitro-1H-indol-3-yl)-benzonitrile), [H][H] (hydrogen). Reagents/catalysts: [Pt]=O (platinum (II) oxide). Solvent: O1CCCC1 (tetrahydrofuran). The product is NC1=CC=C2C(=CN(C2=C1)C(C)C)C1=CC=C(C#N)C=C1 (4-(6-amino-1-isopropyl-1H-indol-3-yl)-benzonitrile). The yield is 99.7%. As a reaction SMILES: [CH:1]([N:4]1[C:12]2[C:7](=[CH:8][CH:9]=[C:10]([N+:13]([O-])=O)[CH:11]=2)[C:6]([C:16]2[CH:23]=[CH:22][C:19]([C:20]#[N:21])=[CH:18][CH:17]=2)=[CH:5]1)([CH3:3])[CH3:2].[H][H]>O1CCCC1.[Pt]=O>[NH2:13][C:10]1[CH:11]=[C:12]2[C:7]([C:6]([C:16]3[CH:17]=[CH:18][C:19]([C:20]#[N:21])=[CH:22][CH:23]=3)=[CH:5][N:4]2[CH:1]([CH3:2])[CH3:3])=[CH:8][CH:9]=1. Procedure details: Method E Placc 4-(1-isopropyl-6-nitro-1H-indol-3-yl)-benzonitrile (4, R1=i-Pr, R3=4-benzonitrile) 250 mg, 0.82 mmol) in a 50 mL flask and add a suspension of platinum (II) oxide (16 mg) in tetrahydrofuran (9 mL). Place the reaction under 1 atmosphere of hydrogen and stir until the starting material is consumed. Filter through a celite pad and wash the pad with ethyl acetate (50 mL). Concentrate the combined filtrates to give 225.0 mg of the title compound (99%). LRMS (API ES+)=276.0 (M+H). The reactants are COCCBr, O=C([O-])[O-], [Cs+], [Cs+], CN(C)C=O, COCCc1cc(O)cc(C(=O)OC)c1. Product: COCCOc1cc(CCOC)cc(C(=O)OC)c1. As a reaction SMILES: [Br:22][CH2:23][CH2:24][O:25][CH3:26].[C:16](=[O:17])([O-:18])[O-:19].[Cs+:20].[Cs+:21].[O:27]=[CH:28][N:29]([CH3:30])[CH3:31].[OH:1][c:2]1[cH:3][c:4]([C:5](=[O:6])[O:7][CH3:8])[cH:9][c:10]([CH2:12][CH2:13][O:14][CH3:15])[cH:11]1>>[O:1]([c:2]1[cH:3][c:4]([C:5](=[O:6])[O:7][CH3:8])[cH:9][c:10]([CH2:12][CH2:13][O:14][CH3:15])[cH:11]1)[CH2:23][CH2:24][O:25][CH3:26].